Dataset: the Open Reaction Database (ORD), a public repository of structured organic reaction records. Task: describe an organic reaction: reactants, conditions, products, and yield Reactants: 30.4, BrC1=CC=C(OCCC(CO)C2=C(C=C(C=C2)Cl)Cl)C=C1 (β-[2-(4-bromophenoxy)ethyl]-2,4-dichlorobenzeneethanol), CS(=O)(=O)Cl (methanesulfonyl chloride), O(C(C)C)C(C)C (2,2'-oxybispropane). Solvent: N1=CC=CC=C1 (pyridine). Run at time 8 hour. Yields the product 34, CS(=O)(=O)OCC(CCOC1=CC=C(C=C1)Br)C1=C(C=C(C=C1)Cl)Cl (4-(4-bromophenoxy)-2-(2,4-dichlorophenyl)butyl methanesulfonate). RXN SMILES: [Br:1][C:2]1[CH:21]=[CH:20][C:5]([O:6][CH2:7][CH2:8][CH:9]([C:12]2[CH:17]=[CH:16][C:15]([Cl:18])=[CH:14][C:13]=2[Cl:19])[CH2:10][OH:11])=[CH:4][CH:3]=1.[CH3:22][S:23](Cl)(=[O:25])=[O:24].O(C(C)C)C(C)C>N1C=CC=CC=1>[CH3:22][S:23]([O:11][CH2:10][CH:9]([C:12]1[CH:17]=[CH:16][C:15]([Cl:18])=[CH:14][C:13]=1[Cl:19])[CH2:8][CH2:7][O:6][C:5]1[CH:4]=[CH:3][C:2]([Br:1])=[CH:21][CH:20]=1)(=[O:25])=[O:24]. Procedure: A mixture of 30.4 parts of β-[2-(4-bromophenoxy)ethyl]-2,4-dichlorobenzeneethanol, 11.5 parts of methanesulfonyl chloride, 100 parts of pyridine and 70 parts of 2,2'-oxybispropane is stirred overnight at room temperature. The reaction mixture is poured onto water and the product is extracted twice with 2,2'-oxybispropane. The combined extracts are washed successively with a diluted hydrochloric acid solution and twice with water, dried, filtered and evaporated, yielding 34 parts of 4-(4-bromophe... Reactants: II (iodine), ClC=1C2=C(N=CN1)N(C=C2)S(=O)(=O)C2=CC=C(C=C2)C (4-Chloro-7-[(4-methylphenyl)sulfonyl]-7H-pyrrolo[2,3-d]pyrimidine), C(CCC)[Li] (butyl lithium). Run in O1CCCC1 (tetrahydrofuran), CCCCCC (hexane). Run at temperature -78 celsius, time 3 hour. Yields the product ClC=1C2=C(N=CN1)N(C(=C2)I)S(=O)(=O)C2=CC=C(C=C2)C (4-Chloro-6-iodo-7-[(4-methylphenyl)sulfonyl]-7H-pyrrolo[2,3-d]pyrimidine). The yield is 20.0%. As a reaction SMILES: [Cl:1][C:2]1[C:3]2[CH:10]=[CH:9][N:8]([S:11]([C:14]3[CH:19]=[CH:18][C:17]([CH3:20])=[CH:16][CH:15]=3)(=[O:13])=[O:12])[C:4]=2[N:5]=[CH:6][N:7]=1.C([Li])CCC.[I:26]I>O1CCCC1.CCCCCC>[Cl:1][C:2]1[C:3]2[CH:10]=[C:9]([I:26])[N:8]([S:11]([C:14]3[CH:19]=[CH:18][C:17]([CH3:20])=[CH:16][CH:15]=3)(=[O:13])=[O:12])[C:4]=2[N:5]=[CH:6][N:7]=1. Reported procedure: To a solution of 4-chloro-7-[(4-methylphenyl)sulfonyl]-7H-pyrrolo[2,3-d]pyrimidine [5.4 g, Reference Example 3], in tetrahydrofuran (96 mL) at −78° C. was added drop wise a solution of butyl lithium in hexane (12.1 mL, 1.6M) under inert atmosphere. The solution was stirred at −78° C. for 3 hours and iodine (8.9 g) was added. The reaction mixture was stirred at −78° C. for 2 hours, and allowed to reach room temperature. The reaction mixture was partitioned between ethyl acetate and aqueous sodium...